describe an organic reaction: reactants, conditions, products, and yield From a dataset of the Open Reaction Database (ORD), a public repository of structured organic reaction records. Reactants: O(C1=CC=CC=C1)P(=O)(OC1=CC=CC=C1)OC=1C[C@H]2N(C1C(=O)OCC1=CC=C(C=C1)[N+](=O)[O-])C([C@@H]2[C@@H](C)O)=O (p-nitrobenzyl (5R,6S)-2-diphenoxyphosphoryloxy-6-[(R)-1-hydroxyethyl]-1-carbapen-2-em-3-carboxylate), S[C@H]1C[C@H](N(C1)C(=O)OCC1=CC=C(C=C1)[N+](=O)[O-])C1CN(CC1)C(=O)OCC1=CC=C(C=C1)[N+](=O)[O-] ((2S,4S)-4-mercapto-N-(p-nitrobenzyloxycarbonyl)-2-[N-(p-nitrobenzyloxycarbonyl)pyrrolidin-3-yl]pyrrolidine). The product is O[C@H](C)[C@@H]1[C@@H]2N(C(=C(C2)S[C@H]2C[C@H](N(C2)C(=O)OCC2=CC=C(C=C2)[N+](=O)[O-])C2CN(CC2)C(=O)OCC2=CC=C(C=C2)[N+](=O)[O-])C(=O)OCC2=CC=C(C=C2)[N+](=O)[O-])C1=O (p-nitrobenzyl (5R,6S)-6-[(R)-1-hydroxyethyl]-2-[(2S,4S)-N-(p-nitrobenzyloxycarbonyl)-2-[N-(p-nitrobenzyloxycarbonyl)pyrrolidin-3-yl]pyrrolidin-4ylthio]-1-carbapen-2-em-3-carboxylate). Isolated yield 76.7%. RXN SMILES: O(P(O[C:18]1[CH2:19][C@@H:20]2[C@@H:37]([C@H:38]([OH:40])[CH3:39])[C:36](=[O:41])[N:21]2[C:22]=1[C:23]([O:25][CH2:26][C:27]1[CH:32]=[CH:31][C:30]([N+:33]([O-:35])=[O:34])=[CH:29][CH:28]=1)=[O:24])(OC1C=CC=CC=1)=O)C1C=CC=CC=1.[SH:42][C@@H:43]1[CH2:47][N:46]([C:48]([O:50][CH2:51][C:52]2[CH:57]=[CH:56][C:55]([N+:58]([O-:60])=[O:59])=[CH:54][CH:53]=2)=[O:49])[C@H:45]([CH:61]2[CH2:65][CH2:64][N:63]([C:66]([O:68][CH2:69][C:70]3[CH:75]=[CH:74][C:73]([N+:76]([O-:78])=[O:77])=[CH:72][CH:71]=3)=[O:67])[CH2:62]2)[CH2:44]1>>[OH:40][C@@H:38]([C@H:37]1[C:36](=[O:41])[N:21]2[C:22]([C:23]([O:25][CH2:26][C:27]3[CH:28]=[CH:29][C:30]([N+:33]([O-:35])=[O:34])=[CH:31][CH:32]=3)=[O:24])=[C:18]([S:42][C@@H:43]3[CH2:47][N:46]([C:48]([O:50][CH2:51][C:52]4[CH:53]=[CH:54][C:55]([N+:58]([O-:60])=[O:59])=[CH:56][CH:57]=4)=[O:49])[C@H:45]([CH:61]4[CH2:65][CH2:64][N:63]([C:66]([O:68][CH2:69][C:70]5[CH:71]=[CH:72][C:73]([N+:76]([O-:78])=[O:77])=[CH:74][CH:75]=5)=[O:67])[CH2:62]4)[CH2:44]3)[CH2:19][C@H:20]12)[CH3:39]. Procedure details: The same procedure as in Example 1-1 was carried out by using p-nitrobenzyl (5R,6S)-2-diphenoxyphosphoryloxy-6-[(R)-1-hydroxyethyl]-1-carbapen-2-em-3-carboxylate (255 mg, 0.45 mmol) and (2S,4S)-4-mercapto-N-(p-nitrobenzyloxycarbonyl)-2-[N-(p-nitrobenzyloxycarbonyl)pyrrolidin-3-yl]pyrrolidine (240 mg, 0.45 mmol, compound of Reference Example 5) to obtain p-nitrobenzyl (5R,6S)-6-[(R)-1-hydroxyethyl]-2-[(2S,4S)-N-(p-nitrobenzyloxycarbonyl)-2-[N-(p-nitrobenzyloxycarbonyl)pyrrolidin-3-yl]pyrrolidin-4... The product is CC(C)OC(=O)N1CCC(Oc2cccc3c2CCN3c2ccc(S(C)(=O)=O)cc2)CC1. Starting materials: CS(C)=O, CC(C)OC(=O)N1CCC(Oc2cccc3c2CCN3c2ccc(I)cc2)CC1, [Na+], [OH-], O, O=C(O)C1CCCN1. RXN SMILES: [CH3:40][S:41](=[O:42])[CH3:43].[I:1][c:2]1[cH:3][cH:4][c:5]([N:8]2[CH2:9][CH2:10][c:11]3[c:12]([O:17][CH:18]4[CH2:19][CH2:20][N:21]([C:24](=[O:25])[O:26][CH:27]([CH3:28])[CH3:29])[CH2:22][CH2:23]4)[cH:13][cH:14][cH:15][c:16]32)[cH:6][cH:7]1.[Na+:39].[OH-:38].[OH2:44].[OH:30][C:31]([CH:32]1[NH:33][CH2:34][CH2:35][CH2:36]1)=[O:37]>>[c:2]1([S:41](=[O:38])(=[O:42])[CH3:43])[cH:3][cH:4][c:5]([N:8]2[CH2:9][CH2:10][c:11]3[c:12]([O:17][CH:18]4[CH2:19][CH2:20][N:21]([C:24](=[O:25])[O:26][CH:27]([CH3:28])[CH3:29])[CH2:22][CH2:23]4)[cH:13][cH:14][cH:15][c:16]32)[cH:6][cH:7]1.